Dataset: the Open Reaction Database (ORD), a public repository of structured organic reaction records. Task: describe an organic reaction: reactants, conditions, products, and yield The product is C(C)(C)(C)OC(N[C@H]([C@H](C[C@@H](CC)C(NCC(C)(C)C)=O)O)CN1C(CN(C(C1)=O)C1=C(C=CC=C1)Cl)(C)C)=O ({(1S,2S,4R)-4-(2,2-Dimethylpropylcarbamoyl)-1-[4-(2-chlorophenyl)-2,2-dimethyl-5-oxopiperazin-1-ylmethyl]-2-hydroxyhexyl}carbamic acid t-butyl ester). Procedure details: 24 mg of 2-hydroxypyridine (0.26 mmol) was added to a solution of 250 mg of {(S)-2-[4-(2-chlorophenyl)-2,2-dimethyl-5-oxopiperazin-1-yl]-1-[(2S,4R)-4-ethyl-5-oxotetrahydrofuran-2-yl]ethyl}carbamic acid t-butyl ester obtained in Example (106i) (0.51 mmol) in (2,2-dimethylpropyl)amine (1.20 ml) (10.2 mmol), and the mixture was stirred at 80° C. for two hours. The reaction mixture was cooled and then water was added, followed by extraction with methylene chloride. Then, the organic layer was dried ... Reactants: OC1=NC=CC=C1 (2-hydroxypyridine), C(C)(C)(C)OC(N[C@@H](CN1C(CN(C(C1)=O)C1=C(C=CC=C1)Cl)(C)C)[C@H]1OC([C@@H](C1)CC)=O)=O ({(S)-2-[4-(2-Chlorophenyl)-2,2-dimethyl-5-oxopiperazin-1-yl]-1-[(2S,4R)-4-ethyl-5-oxotetrahydrofuran-2-yl]ethyl}carbamic acid t-butyl ester), CC(CN)(C)C ((2,2-dimethylpropyl)amine). RXN SMILES: OC1C=CC=CN=1.[C:8]([O:12][C:13](=[O:41])[NH:14][C@H:15]([C@@H:33]1[CH2:37][C@@H:36]([CH2:38][CH3:39])[C:35](=[O:40])[O:34]1)[CH2:16][N:17]1[CH2:22][C:21](=[O:23])[N:20]([C:24]2[CH:29]=[CH:28][CH:27]=[CH:26][C:25]=2[Cl:30])[CH2:19][C:18]1([CH3:32])[CH3:31])([CH3:11])([CH3:10])[CH3:9].[CH3:42][C:43]([CH3:47])([CH3:46])[CH2:44][NH2:45]>O>[C:8]([O:12][C:13](=[O:41])[NH:14][C@@H:15]([CH2:16][N:17]1[CH2:22][C:21](=[O:23])[N:20]([C:24]2[CH:29]=[CH:28][CH:27]=[CH:26][C:25]=2[Cl:30])[CH2:19][C:18]1([CH3:32])[CH3:31])[C@@H:33]([OH:34])[CH2:37][C@H:36]([C:35](=[O:40])[NH:45][CH2:44][C:43]([CH3:47])([CH3:46])[CH3:42])[CH2:38][CH3:39])([CH3:9])([CH3:11])[CH3:10]. The solvent is O (water). Isolated yield 83.0%. Conditions: temperature 80 celsius, time 2 hour. Reactants: C(C)(=O)N1C(\C(\C2=CC=CC=C12)=C(\C1=CC=CC=C1)/NC1=CC=C(C=C1)NS(=O)(=O)CC1=CC=CC=C1)=O ((Z)-1-acetyl-3-[1-(4-benzylsulphonylamino-phenylamino)-1-phenyl-methylidene]-2-indolinone), CN(C(CBr)=O)C (bromoacetic acid-N,N-dimethylamide), CC(C)([O-])C.[K+] (potassium tert.butoxide), [OH-].[Na+] (sodium hydroxide). The solvent is CS(=O)C (DMSO), CO (methanol). Yields the product CN(C(=O)CN(S(=O)(=O)CC1=CC=CC=C1)C1=CC=C(C=C1)N\C(\C1=CC=CC=C1)=C\1/C(NC2=CC=CC=C12)=O)C ((Z)-3-{1-[4-(N-dimethylaminocarbonylmethyl-N-benzylsulphonyl-amino)-phenylamino]-1-phenyl-methylidene}-2-indolinone). Reaction SMILES: C([N:4]1[C:12]2[C:7](=[CH:8][CH:9]=[CH:10][CH:11]=2)/[C:6](=[C:13](/[NH:20][C:21]2[CH:26]=[CH:25][C:24]([NH:27][S:28]([CH2:31][C:32]3[CH:37]=[CH:36][CH:35]=[CH:34][CH:33]=3)(=[O:30])=[O:29])=[CH:23][CH:22]=2)\[C:14]2[CH:19]=[CH:18][CH:17]=[CH:16][CH:15]=2)/[C:5]1=[O:38])(=O)C.[CH3:39][N:40]([CH3:45])[C:41](=[O:44])[CH2:42]Br.CC(C)([O-])C.[K+].[OH-].[Na+]>CS(C)=O.CO>[CH3:39][N:40]([CH3:45])[C:41]([CH2:42][N:27]([C:24]1[CH:25]=[CH:26][C:21]([NH:20]/[C:13](=[C:6]2\[C:5](=[O:38])[NH:4][C:12]3[C:7]\2=[CH:8][CH:9]=[CH:10][CH:11]=3)/[C:14]2[CH:15]=[CH:16][CH:17]=[CH:18][CH:19]=2)=[CH:22][CH:23]=1)[S:28]([CH2:31][C:32]1[CH:37]=[CH:36][CH:35]=[CH:34][CH:33]=1)(=[O:30])=[O:29])=[O:44] |f:2.3,4.5|. Procedure: Prepared analogously to Examples 1 and 187 from (Z)-1-acetyl-3-[1-(4-benzylsulphonylamino-phenylamino)-1-phenyl-methylidene]-2-indolinone, bromoacetic acid-N,N-dimethylamide and potassium tert.butoxide in DMSO and subsequent treatment with sodium hydroxide solution in methanol. Starting materials: BrC1=CC2=C(C=N1)C=C(N2)C=2C=NN(C2)C (6-bromo-2-(1-methyl-1H-pyrazol-4-yl)-1H-pyrrolo[3,2-c]pyridine), BrCC1=CC=C(C=C1)F (1-(bromomethyl)-4-fluorobenzene). Solvent: CN(C)C=O (DMF), C(C)(=O)OCC (ethyl acetate), O (water). Conditions: temperature 60 celsius. Product: BrC1=CC2=C(C=N1)C=C(N2CC2=CC=C(C=C2)F)C=2C=NN(C2)C (6-Bromo-1-(4-fluorobenzyl)-2-(1-methyl-1H-pyrazol-4-yl)-1H-pyrrolo[3,2-c]pyridine). Isolated yield 72.1%. RXN SMILES: [Br:1][C:2]1[N:7]=[CH:6][C:5]2[CH:8]=[C:9]([C:11]3[CH:12]=[N:13][N:14]([CH3:16])[CH:15]=3)[NH:10][C:4]=2[CH:3]=1.Br[CH2:18][C:19]1[CH:24]=[CH:23][C:22]([F:25])=[CH:21][CH:20]=1>CN(C=O)C.C(OCC)(=O)C.O>[Br:1][C:2]1[N:7]=[CH:6][C:5]2[CH:8]=[C:9]([C:11]3[CH:12]=[N:13][N:14]([CH3:16])[CH:15]=3)[N:10]([CH2:18][C:19]3[CH:24]=[CH:23][C:22]([F:25])=[CH:21][CH:20]=3)[C:4]=2[CH:3]=1. Reported procedure: 6-bromo-2-(1-methyl-1H-pyrazol-4-yl)-1H-pyrrolo[3,2-c]pyridine (Preparation 22, 50 mg, 0.18 mmol) was dissolved in dry DMF (1 ml). The solution was degassed and a solution of sodium bis(trimethylsilyl)amide (0.27 ml of a 1M solution in THF, 0.27 mmol) was added. After 20 minutes reaction, 1-(bromomethyl)-4-fluorobenzene (51 mg, 0.27 mmol) was added and the reaction heated to 60° C. for 3 hours. The reaction was cooled to room temperature and diluted with ethyl acetate and water. The organic solu... Reactants: OC=1C=C2CN(CC2=CC1)C(=O)OC(C)(C)C (tert-butyl 5-hydroxy-1,3-dihydroisoindole-2-carboxylate), Cl (hydrogen chloride). Run in O1CCOCC1 (dioxane). Run at time 1 hour. The product is Cl.OC=1C=C2CNCC2=CC1 (2,3-Dihydro-5-hydroxy-1H-isoindole hydrochloride). RXN SMILES: [OH:1][C:2]1[CH:3]=[C:4]2[C:8](=[CH:9][CH:10]=1)[CH2:7][N:6](C(OC(C)(C)C)=O)[CH2:5]2.[ClH:18]>O1CCOCC1>[ClH:18].[OH:1][C:2]1[CH:3]=[C:4]2[C:8](=[CH:9][CH:10]=1)[CH2:7][NH:6][CH2:5]2 |f:3.4|. Reported procedure: 2 g (235.3 mmol) of tert-butyl 5-hydroxy-1,3-dihydroisoindole-2-carboxylate are dissolved in 20 ml of a 4 M hydrogen chloride solution in dioxane. After 1 h at 22° C., the mixture is evaporated to dryness in vacuo. The resultant white crystals (1.4 g (96%) MW 171.6) are employed in the following reactions without further purification. The reactants are CN(C)c1nc(NC2CCN(C(=O)Cc3ccc(OC(F)(F)F)cc3)C2)nc2ccsc12, COc1ccc(P2(=S)SP(=S)(c3ccc(OC)cc3)S2)cc1, Cc1ccccc1. The product is CN(C)c1nc(NC2CCN(C(=S)Cc3ccc(OC(F)(F)F)cc3)C2)nc2ccsc12. Reaction SMILES: [CH3:1][N:2]([c:3]1[c:4]2[c:5]([n:6][c:7]([NH:9][CH:10]3[CH2:11][N:12]([C:15]([CH2:16][c:17]4[cH:18][cH:19][c:20]([O:23][C:24]([F:25])([F:26])[F:27])[cH:21][cH:22]4)=[O:28])[CH2:13][CH2:14]3)[n:8]1)[cH:29][cH:30][s:31]2)[CH3:32].[CH3:33][O:34][c:35]1[cH:36][cH:37][c:38]([P:39]2(=[S:42])[S:40][P:41]([c:43]3[cH:44][cH:45][c:46]([O:47][CH3:48])[cH:49][cH:50]3)(=[S:51])[S:52]2)[cH:53][cH:54]1.[CH3:55][c:56]1[cH:57][cH:58][cH:59][cH:60][cH:61]1>>[CH3:1][N:2]([c:3]1[c:4]2[c:5]([n:6][c:7]([NH:9][CH:10]3[CH2:11][N:12]([C:15]([CH2:16][c:17]4[cH:18][cH:19][c:20]([O:23][C:24]([F:25])([F:26])[F:27])[cH:21][cH:22]4)=[S:42])[CH2:13][CH2:14]3)[n:8]1)[cH:29][cH:30][s:31]2)[CH3:32]. Reactants: C(C=1C(N)=CC=CC1)(=O)OC (methyl anthranilate), ClCCN1CCN(CC1)C1=C(C=CC=C1)OC (1-(2-chloroethyl)-4-(2-methoxyphenyl)piperazine), C(C)(=O)[O-].[Na+] (sodium acetate). Run in O (H2O). Reaction conditions: time 24 hour. Product: COC(=O)C1=C(C=CC=C1)NCCN1CCN(CC1)C1=C(C=CC=C1)OC (1-[N-(2-methoxycarbonylphenyl)-2-aminoethyl]-4-(2-methoxyphenyl)piperazine). The yield is 18.0%. Reaction SMILES: [C:1]([O:10][CH3:11])(=[O:9])[C:2]1[C:3](=[CH:5][CH:6]=[CH:7][CH:8]=1)[NH2:4].Cl[CH2:13][CH2:14][N:15]1[CH2:20][CH2:19][N:18]([C:21]2[CH:26]=[CH:25][CH:24]=[CH:23][C:22]=2[O:27][CH3:28])[CH2:17][CH2:16]1.C([O-])(=O)C.[Na+]>O>[CH3:11][O:10][C:1]([C:2]1[CH:8]=[CH:7][CH:6]=[CH:5][C:3]=1[NH:4][CH2:13][CH2:14][N:15]1[CH2:16][CH2:17][N:18]([C:21]2[CH:26]=[CH:25][CH:24]=[CH:23][C:22]=2[O:27][CH3:28])[CH2:19][CH2:20]1)=[O:9] |f:2.3|. Procedure: A mixture of 0.93 g of methyl anthranilate, 2 g of 1-(2-chloroethyl)-4-(2-methoxyphenyl)piperazine, 0.88 g of sodium acetate and 5 mL of H2O was stirred for 24 h at reflux. After cooling at room temperature, the mixture was extracted with EtOAc, the organic phase dried on Na2SO4, evaporated to dryness and the residue purified via flash chromatography (CH2Cl2 --MeOH 98:2) giving 0.41 g (18%) of the title compound. Starting materials: NC(C(=O)OCC)C1=C(C=CC=C1OC)OC (ethyl 2-amino-2-(2,6-dimethoxyphenyl)acetate), FC(OC1=CC=C(C=O)C=C1)(F)F (4-(trifluoromethoxy)benzaldehyde), CCN(C(C)C)C(C)C (DIPEA), [BH-](OC(=O)C)(OC(=O)C)OC(=O)C.[Na+] (NaBH(OAc)3), C(C)(=O)O (acetic acid), [OH-].[Na+] (NaOH). Run in ClCCCl (DCE). Conditions: time 16 hour. The product is COC1=C(C(=CC=C1)OC)C(C(=O)OCC)NCC1=CC=C(C=C1)OC(F)(F)F (ethyl 2-(2,6-dimethoxyphenyl)-2-((4-(trifluoromethoxy)benzyl)amino)acetate). RXN SMILES: [NH2:1][CH:2]([C:8]1[C:13]([O:14][CH3:15])=[CH:12][CH:11]=[CH:10][C:9]=1[O:16][CH3:17])[C:3]([O:5][CH2:6][CH3:7])=[O:4].[F:18][C:19]([F:30])([F:29])[O:20][C:21]1[CH:28]=[CH:27][C:24]([CH:25]=O)=[CH:23][CH:22]=1.CCN(C(C)C)C(C)C.[BH-](OC(C)=O)(OC(C)=O)OC(C)=O.[Na+].C(O)(=O)C.[OH-].[Na+]>ClCCCl>[CH3:17][O:16][C:9]1[CH:10]=[CH:11][CH:12]=[C:13]([O:14][CH3:15])[C:8]=1[CH:2]([NH:1][CH2:25][C:24]1[CH:27]=[CH:28][C:21]([O:20][C:19]([F:18])([F:29])[F:30])=[CH:22][CH:23]=1)[C:3]([O:5][CH2:6][CH3:7])=[O:4] |f:3.4,6.7|. Procedure: A mixture of the chlorhydrate salt of ethyl 2-amino-2-(2,6-dimethoxyphenyl)acetate (8.43 mmol), commercially available 4-(trifluoromethoxy)benzaldehyde (1.603 g; 8.43 mmol), DIPEA (2.179 g; 16.86 mmol), NaBH(OAc)3 (2.633 g; 11.80 mmol), and acetic acid (506 mg; 8.43 mmol) in anh. DCE (9 ml) was stirred at rt, under nitrogen, for 16 h. 1 M aq. NaOH (17 ml) was added, and the separated aq. layer was further extracted with DCM (3×50 ml). The mixed organic layers were then dried over anh. MgSO4, fil... The reactants are BrB(Br)Br, ClCCl, COc1cccc(C2C=C(c3cc(F)ccc3F)CCN2C(=O)OCc2ccccc2)c1. Yields the product COc1cccc(C2C=C(c3cc(F)ccc3F)CCN2)c1. As a reaction SMILES: [B:33]([Br:34])([Br:35])[Br:36].[Cl:37][CH2:38][Cl:39].[F:1][c:2]1[c:3]([C:9]2=[CH:14][CH:13]([c:15]3[cH:16][c:17]([O:21][CH3:22])[cH:18][cH:19][cH:20]3)[N:12]([C:23]([O:24][CH2:25][c:26]3[cH:27][cH:28][cH:29][cH:30][cH:31]3)=[O:32])[CH2:11][CH2:10]2)[cH:4][c:5]([F:8])[cH:6][cH:7]1>>[F:1][c:2]1[c:3]([C:9]2=[CH:14][CH:13]([c:15]3[cH:16][c:17]([O:21][CH3:22])[cH:18][cH:19][cH:20]3)[NH:12][CH2:11][CH2:10]2)[cH:4][c:5]([F:8])[cH:6][cH:7]1. Starting materials: ClC=1C=CC=2C(C3=C(NC2C1)C(N(C3=O)NC3=CC=C(C=C3)C(C)C)=O)=O (6-chloro-2-(4-isopropylanilino)-2,3,4,9-tetrahydro-1H-pyrrolo[3,4-b]quinoline-1,3,9-trione), CS(=O)(=O)O (methanesulfonic acid). Solvent: CO (methanol). Yields the product ClC=1C=CC=2C(C3=C(NC2C1)C(N(N=C3O)C3=CC=C(C=C3)C(C)C)=O)=O (7-Chloro-1-hydroxy-3-(4-isopropylphenyl)-3,4,5,10-tetrahydropyridazino[4,5-b]quinoline-4,10-dione). The yield is 35.5%. Reaction SMILES: [Cl:1][C:2]1[CH:3]=[CH:4][C:5]2[C:6](=[O:27])[C:7]3[C:14](=[O:15])[N:13]([NH:16][C:17]4[CH:22]=[CH:21][C:20]([CH:23]([CH3:25])[CH3:24])=[CH:19][CH:18]=4)[C:12](=[O:26])[C:8]=3[NH:9][C:10]=2[CH:11]=1.CS(O)(=O)=O>CO>[Cl:1][C:2]1[CH:3]=[CH:4][C:5]2[C:6](=[O:27])[C:7]3[C:14]([OH:15])=[N:13][N:16]([C:17]4[CH:22]=[CH:21][C:20]([CH:23]([CH3:25])[CH3:24])=[CH:19][CH:18]=4)[C:12](=[O:26])[C:8]=3[NH:9][C:10]=2[CH:11]=1. Reported procedure: A stirred suspension of 6-chloro-2-(4-isopropylanilino)-2,3,4,9-tetrahydro-1H-pyrrolo[3,4-b]quinoline-1,3,9-trione (1.13 g, 2.98 mM) in a solution of methanol (90 mL) and methanesulfonic acid (23 mL) was refluxed for 7 hours and cooled to room temperature. The mixture was filtered (the filtrate was saved for use in Example 21), and the collected yellow solids were washed with methanol and ether to give the title compound (0.401 g, 35%) as a yellow powder, mp 393-394° C.; MS(CI): 382 (M+H). Starting materials: FC(C=1C=C(C=CC1)NC(=O)N1C=CC2=CC(=CC=C12)OC1=CC(=NC=C1)CN=[N+]=[N-])(F)F (5-(2-Azidomethyl-pyridin-4-yloxy)-indole-1-carboxylic acid (3-trifluoromethyl-phenyl)-amide), [H-].[Al+3].[Li+].[H-].[H-].[H-] (lithium aluminum hydride). The solvent is C1CCOC1 (THF). Conditions: time 2 hour. Yields the product [NH4+].[OH-] (NH4OH), FC(C=1C=C(C=CC1)NC(=O)N1C=CC2=CC(=CC=C12)OC1=CC(=NC=C1)CN)(F)F (5-(2-Aminomethyl-pyridin-4-yloxy)-indole-1-carboxylic acid (3-trifluoromethyl-phenyl)-amide). The yield is 0.1%. RXN SMILES: [F:1][C:2]([F:33])([F:32])[C:3]1[CH:4]=[C:5]([NH:9][C:10]([N:12]2[C:20]3[C:15](=[CH:16][C:17]([O:21][C:22]4[CH:27]=[CH:26][N:25]=[C:24]([CH2:28][N:29]=[N+]=[N-])[CH:23]=4)=[CH:18][CH:19]=3)[CH:14]=[CH:13]2)=[O:11])[CH:6]=[CH:7][CH:8]=1.[H-].[Al+3].[Li+].[H-].[H-].[H-]>C1COCC1>[NH4+:9].[OH-:11].[F:33][C:2]([F:1])([F:32])[C:3]1[CH:4]=[C:5]([NH:9][C:10]([N:12]2[C:20]3[C:15](=[CH:16][C:17]([O:21][C:22]4[CH:27]=[CH:26][N:25]=[C:24]([CH2:28][NH2:29])[CH:23]=4)=[CH:18][CH:19]=3)[CH:14]=[CH:13]2)=[O:11])[CH:6]=[CH:7][CH:8]=1 |f:1.2.3.4.5.6,8.9|. Reported procedure: 5-(2-Azidomethyl-pyridin-4-yloxy)-indole-1-carboxylic acid (3-trifluoromethyl-phenyl)-amide (165 mg, 0.36 mmol) is dissolved in THF (5 mL) at 0° C. and lithium aluminum hydride (0.55 mL, 0.55 mmol, 1.0M THF solution) is added. After 2 h, the mixture is quenched with water before extraction with EtOAc. The organic layer is washed with saturated aqueous NH4Cl and then dried over anhydrous Na2SO4. Following concentration the residue is separated via semi-prep HPLC(C18; 10-100% I/H2O with 0.1% NH4OH...